This data is from the Open Reaction Database (ORD), a public repository of structured organic reaction records. The task is: describe an organic reaction: reactants, conditions, products, and yield Starting materials: CON(C(=O)C1=NC=NC(=C1)C1=CC=CC=C1)C (N-Methoxy-N-methyl-6-phenylpyrimidine-4-carboxamide), COC=1C=C(C=C(C1OC)OC)[Mg]Br (3,4,5-trimethoxyphenylmagnesiumbromide). Run in C1CCOC1 (THF), C1CCOC1 (THF). Run at time 30 minute. Product: C1(=CC=CC=C1)C1=CC(=NC=N1)C(=O)C1=CC(=C(C(=C1)OC)OC)OC ((6-Phenylpyrimidin-4-yl)(3,4,5-trimethoxyphenyl)methanone). The yield is 52.3%. As a reaction SMILES: CON(C)[C:4]([C:6]1[CH:11]=[C:10]([C:12]2[CH:17]=[CH:16][CH:15]=[CH:14][CH:13]=2)[N:9]=[CH:8][N:7]=1)=[O:5].[CH3:19][O:20][C:21]1[CH:22]=[C:23]([Mg]Br)[CH:24]=[C:25]([O:29][CH3:30])[C:26]=1[O:27][CH3:28]>C1COCC1>[C:12]1([C:10]2[N:9]=[CH:8][N:7]=[C:6]([C:4]([C:23]3[CH:24]=[C:25]([O:29][CH3:30])[C:26]([O:27][CH3:28])=[C:21]([O:20][CH3:19])[CH:22]=3)=[O:5])[CH:11]=2)[CH:13]=[CH:14][CH:15]=[CH:16][CH:17]=1. Procedure: To a solution of 38b (0.243 g, 1 mmoL) in 5 mL THF was added a THF solution of 3,4,5-trimethoxyphenylmagnesiumbromide (0.5 N, 5.6 mL, 1.4 mmol) at 0° C. The mixture was allowed to stir for 30 min and quenched with satd. NH4Cl, extracted with ethyl ether, dried with MgSO4. The solvent was removed under reduced pressure to yield a crude product, which was purified by column chromatography to obtain pure compound 1b (52.3%). 1H NMR (CDCl3) δ 9.40 (d, 1H, J=1.5 Hz), 8.29 (d, 1H, J=1.5 Hz), 8.22-8.18... Reactants: C(CCC)[Li] (n-butyllithium), C1(=CC=CC=C1)C(=C)C1=CC=CC=C1 (1,1-diphenylethylene), C1(=CC=CC=C1)C (toluene). Product: C1(=CC=CC=C1)C(CCCCC)(C1=CC=CC=C1)[Li] (1,1-Diphenylhexyllithium). As a reaction SMILES: C([Li:5])CCC.[C:6]1([C:12]([C:14]2[CH:19]=[CH:18][CH:17]=[CH:16][CH:15]=2)=[CH2:13])[CH:11]=[CH:10][CH:9]=[CH:8][CH:7]=1.[C:20]1(C)C=C[CH:23]=[CH:22][CH:21]=1>>[C:6]1([C:12]([Li:5])([C:14]2[CH:15]=[CH:16][CH:17]=[CH:18][CH:19]=2)[CH2:13][CH2:20][CH2:21][CH2:22][CH3:23])[CH:11]=[CH:10][CH:9]=[CH:8][CH:7]=1. Reported procedure: 1,1-Diphenylhexyllithium was prepared by reacting n-butyllithium with 1,1-diphenylethylene in toluene at 40° C. for 72 h. Procedure: A solution of diisopropylamine (3.1 ml) in tetrahydrofuran (30 ml) was cooled to 0° C. before dropwise addition of 1.6M nBuLi in hexane (13.5 ml) and then stirred for 15 minutes and cooled to −70° C. 3-(trifluoromethoxy)-phenylacetic acid (2 g) was dissolved in tetrahydrofuran (20 ml) and added dropwise to the reaction mixture which was then allowed to warm to 0° C., stirred for 30 minutes and then cooled back to −70° C. Methyl iodide (0.9 ml) was then added slowly and the solution stirred for f... Reactants: FC(OC=1C=C(C=CC1)CC(=O)O)(F)F (3-(trifluoromethoxy)-phenylacetic acid), C(C)(C)NC(C)C (diisopropylamine), [Li]CCCC (nBuLi), CI (Methyl iodide). Run in O1CCCC1 (tetrahydrofuran), O (Water), O1CCCC1 (tetrahydrofuran), CCCCCC (hexane). Reaction SMILES: [CH:1](NC(C)C)(C)C.[Li]CCCC.[F:13][C:14]([F:27])([F:26])[O:15][C:16]1[CH:17]=[C:18]([CH2:22][C:23]([OH:25])=[O:24])[CH:19]=[CH:20][CH:21]=1.CI>O1CCCC1.CCCCCC.O>[F:13][C:14]([F:26])([F:27])[O:15][C:16]1[CH:17]=[C:18]([CH:22]([CH3:1])[C:23]([OH:25])=[O:24])[CH:19]=[CH:20][CH:21]=1. Conditions: temperature -70 celsius, time 15 minute. Yields the product FC(OC=1C=C(C=CC1)C(C(=O)O)C)(F)F (2-(3-trifluoromethoxy-phenyl)-propionic acid). The reactants are N1C(C2(C3=CC=CC=C13)CC1=C(C=CC=3OCOC31)O2)=O (spiro[furo[2,3-][1,3]benzodioxole-7,3′-indol]-2′(1′H)-one), BrCC=1OC(=CC1)C(F)(F)F (2-(bromomethyl)-5-(trifluoromethyl)furan), BrC1=C2C3(C(NC2=CC=C1)=O)COC=1C3=CC3=C(OCO3)C1 (4′-bromospiro[furo[2,3-f][1,3]benzodioxole-7,3′-indol]-2′(1′H)-one), ClCC=1OC=CC1 (2-chloromethylfuran). The product is O1C(=CC=C1)CN1C(C2(C3=CC=CC=C13)COC=1C2=CC2=C(OCO2)C1)=O (1′-(2-furylmethyl)spiro[furo[2,3-f][1,3]benzodioxole-7,3′-indol]-2′(1′H)-one). The yield is 40.0%. Reaction SMILES: N1C2C(=CC=CC=2)[C:3]2([O:20][C:12]3[CH:13]=CC4OCOC=4[C:11]=3[CH2:10]2)C1=O.Br[C:23]1[CH:31]=[CH:30][CH:29]=[C:28]2[C:24]=1[C:25]1([C:36]3=[CH:37][C:38]4[O:42][CH2:41][O:40][C:39]=4[CH:43]=[C:35]3[O:34][CH2:33]1)[C:26](=[O:32])[NH:27]2.ClCC1OC=CC=1.BrCC1OC(C(F)(F)F)=CC=1>>[O:20]1[CH:3]=[CH:10][CH:11]=[C:12]1[CH2:13][N:27]1[C:28]2[C:24](=[CH:23][CH:31]=[CH:30][CH:29]=2)[C:25]2([C:36]3=[CH:37][C:38]4[O:42][CH2:41][O:40][C:39]=4[CH:43]=[C:35]3[O:34][CH2:33]2)[C:26]1=[O:32]. Reported procedure: Following the procedure described in EXAMPLE 10.47, and making non-critical variations using spiro[furo[2,3-][1,3]benzodioxole-7,3′-indol]-2′(1′H)-one to replace 4′-bromospiro[furo[2,3-f][1,3]benzodioxole-7,3′-indol]-2′(1′H)-one, and 2-chloromethylfuran to replace 2-(bromomethyl)-5-(trifluoromethyl)furan, the title compound (40%) as a colorless solid: mp 110-112° C.; 1H NMR (300 MHz, CDCl3) δ 7.35-7.33 (m, 1H), 7.29-7.23 (m, 1H), 7.15 (d, 1H), 7.06-7.00 (m, 2H), 6.50 (s, 1H), 6.34-6.31 (m, 2H), ... Starting materials: [OH-].[Na+] (Sodium hydroxide), CO (MeOH), O (water), C(C(C)(C)C)(=O)OCCOC1=CC=C(C=C1)\C(=C(\CCCl)/C1=CC=CC=C1)\C1=CC=CC=C1 ((Z)-2-(4-(4-Chloro-1,2-diphenylbut-1-en-1-yl)phenoxy)ethyl pivalate). Solvent: C1CCOC1 (THF). Run at time 12 hour. Yields the product C=1C=CC(=CC1)/C(=C(/C=2C=CC=CC2)\C=3C=CC(=CC3)OCCO)/CCCl (ospemifene). Yield: 35.4%. As a reaction SMILES: C([O:7][CH2:8][CH2:9][O:10][C:11]1[CH:16]=[CH:15][C:14](/[C:17](/[C:28]2[CH:33]=[CH:32][CH:31]=[CH:30][CH:29]=2)=[C:18](\[C:22]2[CH:27]=[CH:26][CH:25]=[CH:24][CH:23]=2)/[CH2:19][CH2:20][Cl:21])=[CH:13][CH:12]=1)(=O)C(C)(C)C.CO.O.[OH-].[Na+]>C1COCC1>[CH:25]1[CH:26]=[CH:27][C:22](/[C:18](/[CH2:19][CH2:20][Cl:21])=[C:17](\[C:14]2[CH:15]=[CH:16][C:11]([O:10][CH2:9][CH2:8][OH:7])=[CH:12][CH:13]=2)/[C:28]2[CH:29]=[CH:30][CH:31]=[CH:32][CH:33]=2)=[CH:23][CH:24]=1 |f:3.4|. Reported procedure: (Z)-2-(4-(4-Chloro-1,2-diphenylbut-1-en-1-yl)phenoxy)ethyl pivalate (1 g, 2.16 mmol) was dissolved in THF (8 ml) followed by addition of MeOH (1 ml) and water (1 ml). Sodium hydroxide (0.1 g, 2.5 mmol) was added in one portion and the reaction was stirred at room temperature for 12 h. After completion of the reaction the mixture was partitioned between water (20 ml) and EtOAc (20 ml). Organic phase was washed with water (20 ml) and brine (20 ml), dried (Na2SO4), filtered and concentrated. The re... Starting materials: ClCC(=O)NC1=CC=CC=2C(C3=CC=CC(=C3C(C12)=O)NC(CCl)=O)=O (1,8-Bis(chloroacetamido)anthraquinone), ClCC(=O)NC1=CC=CC=2C(C3=CC=CC(=C3C(C12)=O)NC(CCl)=O)=O (1,8-Bis(chloroacetamido)anthraquinone), TEA, CNC (Dimethylamine), ice water, CN(C=O)C (dimethylformamide). Conditions: time 30 minute. Yields the product CN(CC(=O)NC1=CC=CC=2C(C3=CC=CC(=C3C(C12)=O)NC(CN(C)C)=O)=O)C (1,8-Bis[2-(dimethylamino)acetamido]anthraquinone). Isolated yield 64.0%. RXN SMILES: Cl[CH2:2][C:3]([NH:5][C:6]1[C:19]2[C:18](=[O:20])[C:17]3[C:12](=[CH:13][CH:14]=[CH:15][C:16]=3[NH:21][C:22](=[O:25])[CH2:23]Cl)[C:11](=[O:26])[C:10]=2[CH:9]=[CH:8][CH:7]=1)=[O:4].[CH3:27][NH:28][CH3:29].[CH3:30][N:31](C)[CH:32]=O>>[CH3:27][N:28]([CH3:29])[CH2:2][C:3]([NH:5][C:6]1[C:19]2[C:18](=[O:20])[C:17]3[C:12](=[CH:13][CH:14]=[CH:15][C:16]=3[NH:21][C:22](=[O:25])[CH2:23][N:31]([CH3:32])[CH3:30])[C:11](=[O:26])[C:10]=2[CH:9]=[CH:8][CH:7]=1)=[O:4]. Procedure details: Add 0.4 g, 1.0 mmol 1,8-bis(chloroacetamido)anthraquinone (compound 3) with 0.5 ml TEA, and 0.4 ml, 6 mmole Dimethylamine, dissolved in 20 ml dehydrated dimethylformamide (DMF). The mixture is reacted in a mini-reactor. The reaction temperature is 120° C. in the oil bath and the reaction time is 30 minutes. The reacted mixture is poured into 50 ml ice water and is filtered to collect precipitate. The precipitate is recrystallized from ethanol to get yellow compound 3m. Yields the product O=C(O)COc1ccc(CCCS(=O)(=O)c2ccc(Cl)cc2)cc1NC(=O)c1ccc(C=Cc2nc3ccccc3s2)cc1. Reactants: [Na+], C1CCOC1, [OH-], CCOC(=O)COc1ccc(CCCS(=O)(=O)c2ccc(Cl)cc2)cc1NC(=O)c1ccc(C=Cc2nc3ccccc3s2)cc1. Reaction SMILES: [Na+:2].[O:49]1[CH2:50][CH2:51][CH2:52][CH2:53]1.[OH-:1].[s:3]1[c:4]([CH:12]=[CH:13][c:14]2[cH:15][cH:16][c:17]([C:18](=[O:19])[NH:20][c:21]3[c:22]([O:23][CH2:24][C:25](=[O:26])[O:27][CH2:28][CH3:29])[cH:30][cH:31][c:32]([CH2:34][CH2:35][CH2:36][S:37](=[O:38])(=[O:39])[c:40]4[cH:41][cH:42][c:43]([Cl:46])[cH:44][cH:45]4)[cH:33]3)[cH:47][cH:48]2)[n:5][c:6]2[c:7]1[cH:8][cH:9][cH:10][cH:11]2>>[s:3]1[c:4]([CH:12]=[CH:13][c:14]2[cH:15][cH:16][c:17]([C:18](=[O:19])[NH:20][c:21]3[c:22]([O:23][CH2:24][C:25](=[O:26])[OH:27])[cH:30][cH:31][c:32]([CH2:34][CH2:35][CH2:36][S:37](=[O:38])(=[O:39])[c:40]4[cH:41][cH:42][c:43]([Cl:46])[cH:44][cH:45]4)[cH:33]3)[cH:47][cH:48]2)[n:5][c:6]2[c:7]1[cH:8][cH:9][cH:10][cH:11]2.